The task is: describe an organic reaction: reactants, conditions, products, and yield. This data is from the Open Reaction Database (ORD), a public repository of structured organic reaction records. As a reaction SMILES: [O:1]=[C:2]1[N:6]([C@@H:7]2[CH2:12][CH2:11][CH2:10][CH2:9][C@H:8]2[O:13][C:14]2[CH:19]=[CH:18][C:17]([C:20]([C:22]3[C:23]4[CH:44]=[CH:43][C:42]([O:45]CC5C=CC=CC=5)=[CH:41][C:24]=4[S:25][C:26]=3[C:27]3[CH:32]=[CH:31][C:30]([O:33][CH2:34][CH2:35][N:36]4[CH2:40][CH2:39][CH2:38][CH2:37]4)=[CH:29][CH:28]=3)=[O:21])=[CH:16][CH:15]=2)[CH2:5][CH2:4][O:3]1>[Pd].C1COCC1.CCO>[O:1]=[C:2]1[N:6]([C@@H:7]2[CH2:12][CH2:11][CH2:10][CH2:9][C@H:8]2[O:13][C:14]2[CH:15]=[CH:16][C:17]([C:20]([C:22]3[C:23]4[CH:44]=[CH:43][C:42]([OH:45])=[CH:41][C:24]=4[S:25][C:26]=3[C:27]3[CH:32]=[CH:31][C:30]([O:33][CH2:34][CH2:35][N:36]4[CH2:37][CH2:38][CH2:39][CH2:40]4)=[CH:29][CH:28]=3)=[O:21])=[CH:18][CH:19]=2)[CH2:5][CH2:4][O:3]1 |f:2.3|. Procedure: A slurry of the (±)-6-benzyloxy-2-[4-[2-(1-pyrrolidinyl)ethoxy]phenyl]benzo[b]thiophen-3-yl 4-[trans-2-(2-oxooxazolidin-3-yl)cyclohexyloxy]phenyl ketone (Part C) and an equal weight of 10% Pd/C) in a 1:1 mixture of THF-EtOH was stirred under positive hydrogen pressure (from balloon) for about 19 h. The reaction mixture was filtered through a pad of diatomaceous earth and washed with THF. The filtrate was then concentrated under reduced pressure and the residue was flash chromatographed (silica g... Reagents/catalysts: [Pd] (Pd/C). Conditions: time 19 hour. Isolated yield 62.0%. The product is O=C1OCCN1[C@H]1[C@@H](CCCC1)OC1=CC=C(C=C1)C(=O)C=1C2=C(SC1C1=CC=C(C=C1)OCCN1CCCC1)C=C(C=C2)O ((±)-6-Hydroxy-2-[4-[2-(1-pyrrolidinyl)-ethoxy]phenyl]benzo[b]thiophen-3-yl 4-[trans-2-(2-Oxo-oxazolidin-3-yl)cyclohexyloxy]phenyl Ketone). Solvent: C1CCOC1.CCO (THF EtOH). The reactants are O=C1OCCN1[C@H]1[C@@H](CCCC1)OC1=CC=C(C=C1)C(=O)C=1C2=C(SC1C1=CC=C(C=C1)OCCN1CCCC1)C=C(C=C2)OCC2=CC=CC=C2 ((±)-6-benzyloxy-2-[4-[2-(1-pyrrolidinyl)ethoxy]phenyl]benzo[b]thiophen-3-yl 4-[trans-2-(2-oxooxazolidin-3-yl)cyclohexyloxy]phenyl ketone). Reactants: COC(C1=CC(C(=O)N(CCC)CCC)=CC(=C1)N)=O (5-Amino-N,N-dipropyl-isophthalamic acid methyl ester), ClCCCCS(=O)(=O)Cl (4-chloro-butane-1-sulfonyl chloride). The product is COC(C1=CC(C(=O)N(CCC)CCC)=CC(=C1)NS(=O)(=O)CCCCCl)=O (5-(4-Chloro-butane-1-sulfonylamino)-N,N-dipropyl-isophthalamic acid methyl ester). Reaction SMILES: [CH3:1][O:2][C:3](=[O:20])[C:4]1[CH:18]=[C:17]([NH2:19])[CH:16]=[C:6]([C:7]([N:9]([CH2:13][CH2:14][CH3:15])[CH2:10][CH2:11][CH3:12])=[O:8])[CH:5]=1.[Cl:21][CH2:22][CH2:23][CH2:24][CH2:25][S:26](Cl)(=[O:28])=[O:27]>>[CH3:1][O:2][C:3](=[O:20])[C:4]1[CH:18]=[C:17]([NH:19][S:26]([CH2:25][CH2:24][CH2:23][CH2:22][Cl:21])(=[O:28])=[O:27])[CH:16]=[C:6]([C:7]([N:9]([CH2:10][CH2:11][CH3:12])[CH2:13][CH2:14][CH3:15])=[O:8])[CH:5]=1. Procedure: Description 92 was prepared in an analogous manner to Description 91 from 5-amino-N,N-dipropyl-isophthalamic acid methyl ester (D88) and 4-chloro-butane-1-sulfonyl chloride. Reactants: FC(C(=O)O)(F)F.NC(CC(=O)N[C@@H]1CSC2=C(N(C1=O)CC1=CC=C(C=C1)C1=C(C=CC=C1)C1=NN=NN1)C=CC=C2)(C)C (3-amino-3-methyl-N-[3,4-dihydro-4-oxo-5-[[2'-(1H-tetrazol-5-yl)[1,1'-biphenyl]-4-yl]methyl]-1,5-benzothiazepin-3(S)-yl]butanamide trifluoroacetate), C(C1=CC=CO1)=O (furfuraldehyde). The product is O1C(=CC=C1)CNC(CC(=O)N[C@@H]1CSC2=C(N(C1=O)CC1=CC=C(C=C1)C1=C(C=CC=C1)C1=NN=NN1)C=CC=C2)(C)C (3-[(Furan-2-yl)methyl]amino-3-methyl-N-[2,3,4,5-tetrahydro-4-oxo-5-[[2'-(1H-tetrazol-5-yl)[1,1'-biphenyl]-4-yl]methyl]-1,5-benzothiazepin-3(S)-yl]butanamide). As a reaction SMILES: FC(F)(F)C(O)=O.[NH2:8][C:9]([CH3:45])([CH3:44])[CH2:10][C:11]([NH:13][C@H:14]1[C:20](=[O:21])[N:19]([CH2:22][C:23]2[CH:28]=[CH:27][C:26]([C:29]3[CH:34]=[CH:33][CH:32]=[CH:31][C:30]=3[C:35]3[NH:39][N:38]=[N:37][N:36]=3)=[CH:25][CH:24]=2)[C:18]2[CH:40]=[CH:41][CH:42]=[CH:43][C:17]=2[S:16][CH2:15]1)=[O:12].[CH:46](=O)[C:47]1[O:51][CH:50]=[CH:49][CH:48]=1>>[O:51]1[CH:50]=[CH:49][CH:48]=[C:47]1[CH2:46][NH:8][C:9]([CH3:45])([CH3:44])[CH2:10][C:11]([NH:13][C@H:14]1[C:20](=[O:21])[N:19]([CH2:22][C:23]2[CH:24]=[CH:25][C:26]([C:29]3[CH:34]=[CH:33][CH:32]=[CH:31][C:30]=3[C:35]3[NH:39][N:38]=[N:37][N:36]=3)=[CH:27][CH:28]=2)[C:18]2[CH:40]=[CH:41][CH:42]=[CH:43][C:17]=2[S:16][CH2:15]1)=[O:12] |f:0.1|. Procedure details: The title compound is prepared from 3-amino-3-methyl-N-[3,4-dihydro-4-oxo-5-[[2'-(1H-tetrazol-5-yl)[1,1'-biphenyl]-4-yl]methyl]-1,5-benzothiazepin-3(S)-yl]butanamide trifluoroacetate (prepared by the method of M. Fisher, et al, U.S. Pat. No. 5,206,235) and furfuraldehyde by the procedures described in Example 1. Reactants: COC1=CC(=C(C=C1)C1C(C(C2=CC=C(C=C12)OCCC)C1=CC2=C(C=C1)OCO2)C(=O)O)OCOC ((1RS,2SR,3RS)-3-(4-Methoxy-2-methoxymethoxyphenyl)-1-(3,4-methylenedioxyphenyl)-5-(prop-1-yloxy)indane-2-carboxylic acid), COC1=CC(=C(C=C1)C1C(C(C2=CC=C(C=C12)OCCC)C1=CC2=C(C=C1)OCO2)C(=O)OC)OCOC (methyl(1RS,2RS,3RS)-3-(4-methoxy-2-methoxymethoxyphenyl)-1-(3,4-methylenedioxyphenyl)-5-(prop-1-yloxy)indane-2-carboxylate), [OH-].[Na+] (NaOH), C(C)(C)O (isopropyl alcohol). Product: C(=O)(O)COC1=C(C=CC(=C1)OC)C1C(C(C2=CC=C(C=C12)OCCC)C1=CC2=C(C=C1)OCO2)CC(=O)O ((1RS,2SR,3RS)-3-(2-Carboxymethoxy-4-methoxyphenyl)-1-(3,4-methylenedioxyphenyl)-5-(prop-1-yloxy)indan-2-ylacetic acid). Isolated yield 84.0%. Reaction SMILES: [CH3:1][O:2][C:3]1[CH:8]=[CH:7][C:6]([CH:9]2[C:17]3[C:12](=[CH:13][CH:14]=[C:15]([O:18][CH2:19][CH2:20][CH3:21])[CH:16]=3)[CH:11]([C:22]3[CH:27]=[CH:26][C:25]4[O:28][CH2:29][O:30][C:24]=4[CH:23]=3)[CH:10]2C(O)=O)=[C:5]([O:34][CH2:35]OC)[CH:4]=1.COC1C=CC(C2C3C(=CC=C(OCCC)C=3)C(C3C=CC4OCOC=4C=3)[CH:47]2[C:68]([O:70]C)=[O:69])=C(OCOC)C=1.[OH-:76].[Na+].[CH:78]([OH:81])(C)C>>[C:78]([CH2:35][O:34][C:5]1[CH:4]=[C:3]([O:2][CH3:1])[CH:8]=[CH:7][C:6]=1[CH:9]1[C:17]2[C:12](=[CH:13][CH:14]=[C:15]([O:18][CH2:19][CH2:20][CH3:21])[CH:16]=2)[CH:11]([C:22]2[CH:27]=[CH:26][C:25]3[O:28][CH2:29][O:30][C:24]=3[CH:23]=2)[CH:10]1[CH2:47][C:68]([OH:70])=[O:69])([OH:81])=[O:76] |f:2.3|. Procedure details: (1RS,2SR,3RS)-3-(4-Methoxy-2-methoxymethoxyphenyl)-1-(3,4-methylenedioxyphenyl)-5-(prop-1-yloxy)indane-2-carboxylic acid. A solution of methyl(1RS,2RS,3RS)-3-(4-methoxy-2-methoxymethoxyphenyl)-1-(3,4-methylenedioxyphenyl)-5-(prop-1-yloxy)indane-2-carboxylate (2.42 g, 4.6 mmol) in isopropyl alcohol (30 ml) with aqueous NaOH (8 ml of 5N solution) was refluxed for 4 h. The resultant mixture was partitioned between EtOAc and 3N HCl. The organic extract was washed with H2O then brine, dried (Na2SO4) ... Reactants: BrCC(=O)C1=C2C3(C(N(C2=CC=C1)C)=O)COC1=CC2=C(OCCO2)C=C13 (4′-(bromoacetyl)-1′-methyl-2,3-dihydrospiro[furo[2,3-g][1,4]benzodioxine-8,3′-indol]-2′(1′H)-one), C(C)(=S)N (thioacetamide). The solvent is O1CCOCC1 (p-dioxane). Reaction conditions: temperature 80 celsius. The product is CN1C(C2(C3=C(C=CC=C13)C=1N=C(SC1)C)COC1=CC3=C(OCCO3)C=C12)=O (1′-methyl-4′-(2-methyl-1,3-thiazol-4-yl)-2,3-dihydrospiro[furo[2,3-g][1,4]benzodioxine-8,3′-indol]-2′(1′H)-one). Isolated yield 32.8%. As a reaction SMILES: Br[CH2:2][C:3]([C:5]1[CH:13]=[CH:12][CH:11]=[C:10]2[C:6]=1[C:7]1([C:27]3[C:18](=[CH:19][C:20]4[O:25][CH2:24][CH2:23][O:22][C:21]=4[CH:26]=3)[O:17][CH2:16]1)[C:8](=[O:15])[N:9]2[CH3:14])=O.[C:28]([NH2:31])(=[S:30])[CH3:29]>O1CCOCC1>[CH3:14][N:9]1[C:10]2[C:6](=[C:5]([C:3]3[N:31]=[C:28]([CH3:29])[S:30][CH:2]=3)[CH:13]=[CH:12][CH:11]=2)[C:7]2([C:27]3[C:18](=[CH:19][C:20]4[O:25][CH2:24][CH2:23][O:22][C:21]=4[CH:26]=3)[O:17][CH2:16]2)[C:8]1=[O:15]. Procedure details: To a suspension of 4′-(bromoacetyl)-1′-methyl-2,3-dihydrospiro[furo[2,3-g][1,4]benzodioxine-8,3′-indol]-2′(1′H)-one (0.25 g, 0.57 mmol) in p-dioxane (15 mL) was added thioacetamide (0.047 g, 0.63 mmol) and the reaction mixture, which became homogeneous upon heating, was heated at 80° C. for 1 h. The reaction mixture was allowed to cool to ambient temperature and was concentrated to dryness in vacuo. The crude product was purified by column chromatography and eluted with a 0% to 100% gradient of ...